Dataset: the Open Reaction Database (ORD), a public repository of structured organic reaction records. Task: describe an organic reaction: reactants, conditions, products, and yield The reactants are 251c, COC1=C(C=C2CCC3(CCN(CC3)C)OC2=C1)N (7-methoxy-1′-methyl-3,4-dihydrospiro[chromene-2,4′-piperidin]-6-amine), CS(=O)C1=NN2C(C=N1)=CC=C2C2=C(C=CC=C2)OC (2-Methanesulfinyl-7-(2-methoxy-phenyl)-pyrrolo[2,1-f][1,2,4]triazine). The product is COC1=C(C=C2CCC3(CCN(CC3)C)OC2=C1)NC1=NN2C(C=N1)=CC=C2C2=C(C=CC=C2)OC (7-methoxy-N-[7-(2-methoxyphenyl)pyrrolo[2,1-f][1,2,4]triazin-2-yl]-1′-methyl-3,4-dihydrospiro[chromene-2,4′-piperidin]-6-amine). Isolated yield 0.2%. RXN SMILES: [CH3:1][O:2][C:3]1[CH:18]=[C:17]2[C:6]([CH2:7][CH2:8][C:9]3([O:16]2)[CH2:14][CH2:13][N:12]([CH3:15])[CH2:11][CH2:10]3)=[CH:5][C:4]=1[NH2:19].CS([C:23]1[N:28]=[CH:27][C:26]2=[CH:29][CH:30]=[C:31]([C:32]3[CH:37]=[CH:36][CH:35]=[CH:34][C:33]=3[O:38][CH3:39])[N:25]2[N:24]=1)=O>>[CH3:1][O:2][C:3]1[CH:18]=[C:17]2[C:6]([CH2:7][CH2:8][C:9]3([O:16]2)[CH2:10][CH2:11][N:12]([CH3:15])[CH2:13][CH2:14]3)=[CH:5][C:4]=1[NH:19][C:23]1[N:28]=[CH:27][C:26]2=[CH:29][CH:30]=[C:31]([C:32]3[CH:37]=[CH:36][CH:35]=[CH:34][C:33]=3[O:38][CH3:39])[N:25]2[N:24]=1. Procedure: Following a procedure analogous to 251c, 7-methoxy-1′-methyl-3,4-dihydrospiro[chromene-2,4′-piperidin]-6-amine (0.15 g, 57 mmol) and 2-Methanesulfinyl-7-(2-methoxy-phenyl)-pyrrolo[2,1-f][1,2,4]triazine (55 mg, 19 mmol) were converted to the title compound (15 mgs, 13%) isolated as a TFA salt. H-NMR (DMSO-d6) δ 9.47 (broad s, 1H), 8.91 (s, 1H), 7.85-7.80 (m, 2H), 7.48-7.42 (m, 2H), 7.21 (d, J=9.2 Hz, 1H), 7.13-7.09 (m, 1H), 6.97-9.92 (m, 2H), 6.54 (s, 1H), 3.83 (s, 3H), 3.78 (s, 3H), 3.39-3.32 (m... The reactants are CS(C)=O, N#Cc1ccc(Cl)c([N+](=O)[O-])c1, [K+], O=[N+]([O-])c1ccccc1Oc1ccc2c(c1)CCC(c1ccccc1)O2, [OH-], Oc1ccc2c(c1)CCC(c1ccccc1)O2. Yields the product N#Cc1ccc(Oc2ccc3c(c2)CCC(c2ccccc2)O3)c([N+](=O)[O-])c1. RXN SMILES: [CH3:58][S:59]([CH3:60])=[O:61].[Cl:46][c:47]1[cH:48][cH:49][c:50]([C:51]#[N:52])[cH:53][c:54]1[N+:55]([O-:56])=[O:57].[K+:45].[N+:1](=[O:2])([O-:3])[c:4]1[c:5]([O:10][c:11]2[cH:12][c:13]3[c:18]([cH:19][cH:20]2)[O:17][CH:16]([c:21]2[cH:22][cH:23][cH:24][cH:25][cH:26]2)[CH2:15][CH2:14]3)[cH:6][cH:7][cH:8][cH:9]1.[OH-:44].[OH:27][c:28]1[cH:29][c:30]2[c:31]([cH:32][cH:33]1)[O:34][CH:35]([c:36]1[cH:37][cH:38][cH:39][cH:40][cH:41]1)[CH2:42][CH2:43]2>>[N+:1](=[O:2])([O-:3])[c:4]1[c:5]([O:10][c:11]2[cH:12][c:13]3[c:18]([cH:19][cH:20]2)[O:17][CH:16]([c:21]2[cH:22][cH:23][cH:24][cH:25][cH:26]2)[CH2:15][CH2:14]3)[cH:6][cH:7][c:8]([C:51]#[N:52])[cH:9]1.